From a dataset of the Open Reaction Database (ORD), a public repository of structured organic reaction records. describe an organic reaction: reactants, conditions, products, and yield Reactants: C(C)(=O)OC1=C(C(=C(C=C1C(C)(C)C)OC)CC=C)C(C)(C)C (4-Acetoxy-3,5-di-tert-butyl-2-(2-propenyl)anisole), O1CCCC1 (tetrahydrofuran), S(=S)(=O)([O-])[O-].[Na+].[Na+] (sodium thiosulfate), I(=O)(=O)(=O)[O-].[Na+] (sodium periodate). The reagents and catalysts are [Os](=O)(=O)(=O)=O (osmium tetroxide). Run in O (water). Reaction conditions: time 48 hour. Product: C(C)(=O)OC1=C(C(=C(C=C1C(C)(C)C)OC)CC=O)C(C)(C)C (4-acetoxy-3,5-di-tert-butyl-2-formylmethylanisole). Isolated yield 83.0%. Reaction SMILES: [C:1]([O:4][C:5]1[C:10]([C:11]([CH3:14])([CH3:13])[CH3:12])=[CH:9][C:8]([O:15][CH3:16])=[C:7](CC=C)[C:6]=1[C:20]([CH3:23])([CH3:22])[CH3:21])(=[O:3])[CH3:2].I([O-])(=O)(=O)=O.[Na+].S([O-])([O-])(=O)=S.[Na+].[Na+].[O:37]1CC[CH2:39][CH2:38]1>O.[Os](=O)(=O)(=O)=O>[C:1]([O:4][C:5]1[C:10]([C:11]([CH3:12])([CH3:14])[CH3:13])=[CH:9][C:8]([O:15][CH3:16])=[C:7]([CH2:39][CH:38]=[O:37])[C:6]=1[C:20]([CH3:21])([CH3:22])[CH3:23])(=[O:3])[CH3:2] |f:1.2,3.4.5|. Reported procedure: 4-Acetoxy-3,5-di-tert-butyl-2-(2-propenyl)anisole (19 g) was dissolved in a 1:1 mixture (200 ml) of tetrahydrofuran and water. After adding osmium tetroxide (0.12 g) and sodium periodate (26.9 g), the mixture was stirred at room temperature for 48 h. After the end of the reaction, a saturated aqueous solution of sodium thiosulfate was added and the mixture was subjected to extraction with ethyl acetate and the organic layer was washed with water and saturated brine, dried over anhydrous magnesiu...